From a dataset of the Open Reaction Database (ORD), a public repository of structured organic reaction records. describe an organic reaction: reactants, conditions, products, and yield The reactants are NC(C1=CC(=NC=C1)N1CCN(CC1)C(=O)OCC(C)(C)C)=NO (2,2-Dimethylpropyl 4-{4-[amino(hydroxyimino)methyl]pyridin-2-yl}piperazine-1-carboxylate), COCC(=O)Cl (methoxyacetyl chloride). Solvent: N1=CC=CC=C1 (pyridine), C(C)(=O)OCC (ethyl acetate). Product: COC1=NC(=NO1)C1=CC(=NC=C1)N1CCN(CC1)C(=O)OCC(C)(C)C (2,2-Dimethylpropyl 4-[4-(5-methoxy-1,2,4-oxadiazol-3-yl)pyridin-2-yl]-1-piperazinecarboxylate). Reaction SMILES: [NH2:1][C:2](=[N:23][OH:24])[C:3]1[CH:8]=[CH:7][N:6]=[C:5]([N:9]2[CH2:14][CH2:13][N:12]([C:15]([O:17][CH2:18][C:19]([CH3:22])([CH3:21])[CH3:20])=[O:16])[CH2:11][CH2:10]2)[CH:4]=1.[CH3:25][O:26][CH2:27]C(Cl)=O>N1C=CC=CC=1.C(OCC)(=O)C>[CH3:25][O:26][C:27]1[O:24][N:23]=[C:2]([C:3]2[CH:8]=[CH:7][N:6]=[C:5]([N:9]3[CH2:14][CH2:13][N:12]([C:15]([O:17][CH2:18][C:19]([CH3:20])([CH3:21])[CH3:22])=[O:16])[CH2:11][CH2:10]3)[CH:4]=2)[N:1]=1. Procedure details: 2,2-Dimethylpropyl 4-{4-[amino(hydroxyimino)methyl]pyridin-2-yl}piperazine-1-carboxylate (84 mg) obtained in Example 26-1) was dissolved in pyridine (2 mL), and methoxyacetyl chloride (0.035 mL) was added thereto and heated under reflux for 90 minutes. The reaction liquid was diluted with ethyl acetate, washed with 1 N hydrochloric acid, aqueous saturated sodium hydrogencarbonate solution and saturated saline water, and dried with anhydrous sodium sulfate. The solvent was evaporated away, and th... The reactants are [Al+3], [Cl-], [Cl-], [Cl-], [Cl-], [Cl-], [Cl-], ClCC(Cl)(Cl)Cl, Clc1ccccc1, Cl, FB(F)F, O=[N+]([O-])c1ccccc1, O=C1OC(=O)c2ccccc21, S=C=S, [Zn+2]. Product: O=C(O)c1ccccc1C(=O)c1ccccc1. RXN SMILES: [Al+3:13].[Cl-:12].[Cl-:14].[Cl-:15].[Cl-:16].[Cl-:37].[Cl-:39].[Cl:21][CH2:22][C:23]([Cl:24])([Cl:25])[Cl:26].[Cl:40][c:41]1[cH:42][cH:43][cH:44][cH:45][cH:46]1.[ClH:36].[F:17][B:18]([F:19])[F:20].[O-:27][N+:28](=[O:29])[c:30]1[cH:31][cH:32][cH:33][cH:34][cH:35]1.[O:1]=[C:2]1[O:3][C:4](=[O:5])[c:6]2[cH:7][cH:8][cH:9][cH:10][c:11]21.[S:47]=[C:48]=[S:49].[Zn+2:38]>>[O:1]=[C:2]([OH:3])[c:11]1[c:6]([C:4](=[O:5])[c:30]2[cH:31][cH:32][cH:33][cH:34][cH:35]2)[cH:7][cH:8][cH:9][cH:10]1. The reactants are ClC1=NC(=NC(=C1)C1=C(C=CC=C1)C(F)(F)F)N (4-chloro-6-(2-trifluoromethyl-phenyl)-pyrimidin-2-ylamine), ClC1=CC=C(C=C1)N (4-chloro-phenylamine). The product is ClC1=CC=C(C=C1)NC1=NC(=NC(=C1)C1=C(C=CC=C1)C(F)(F)F)N (N*4*-(4-Chloro-phenyl)-6-(2-trifluoromethyl-phenyl)-pyrimidine-2,4-diamine). The yield is 28.0%. RXN SMILES: Cl[C:2]1[CH:7]=[C:6]([C:8]2[CH:13]=[CH:12][CH:11]=[CH:10][C:9]=2[C:14]([F:17])([F:16])[F:15])[N:5]=[C:4]([NH2:18])[N:3]=1.[Cl:19][C:20]1[CH:25]=[CH:24][C:23]([NH2:26])=[CH:22][CH:21]=1>>[Cl:19][C:20]1[CH:25]=[CH:24][C:23]([NH:26][C:2]2[CH:7]=[C:6]([C:8]3[CH:13]=[CH:12][CH:11]=[CH:10][C:9]=3[C:14]([F:17])([F:16])[F:15])[N:5]=[C:4]([NH2:18])[N:3]=2)=[CH:22][CH:21]=1. Procedure details: Following the method described in Example 53, 4-chloro-6-(2-trifluoromethyl-phenyl)-pyrimidin-2-ylamine and 4-chloro-phenylamine provided the title compound (28% yield). 1H NMR (DMSO-d6) δ 6.06 (s, 1H, Ar), 6.45 (s, 2H, NH2), 7.32 (d, 2H, J=8.9 Hz, Ar), 7.49 (d, 1H, J=9.0 Hz, Ar), 7.62-7.75 (m, 2H, Ar), 7.81 (d, 3H, J=8.9 Hz, Ar), 9.37 (s, 1H, NH). The reactants are O (water), C(C)(C)(C)OC(CN(C1CCCC1)C(C(CSC(C)=O)C)=O)=O (N-(3-acetylthio-2-methyl-propanoyl)-N-cyclopentyl glycine t-butyl ester), C[Si](C)(C)Cl (trimethysilyl chloride), [I-].[Na+] (sodium iodide). Run in C(C)#N (acetonitrile). Yields the product C(C)(=O)SCC(C(=O)N(CC(=O)O)C1CCCC1)C (N-(3-acetylthio-2-methylpropanoyl)-N-cyclopentyl glycine). RXN SMILES: C([O:5][C:6](=[O:23])[CH2:7][N:8]([C:14](=[O:22])[CH:15]([CH3:21])[CH2:16][S:17][C:18](=[O:20])[CH3:19])[CH:9]1[CH2:13][CH2:12][CH2:11][CH2:10]1)(C)(C)C.C[Si](Cl)(C)C.[I-].[Na+].O>C(#N)C>[C:18]([S:17][CH2:16][CH:15]([CH3:21])[C:14]([N:8]([CH:9]1[CH2:10][CH2:11][CH2:12][CH2:13]1)[CH2:7][C:6]([OH:23])=[O:5])=[O:22])(=[O:20])[CH3:19] |f:2.3|. Procedure: A mixture containing 80.1 g (0.23 mol) of N-(3-acetylthio-2-methyl-propanoyl)-N-cyclopentyl glycine t-butyl ester, 37.9 g (0.35 mol) of trimethysilyl chloride, and 52.5 g (0.35 mol) of sodium iodide in 300 ml of acetonitrile was heated between 45°-50° C. for 30 minutes. Following the addition of 50 ml of water, the mixture was concentrated in vacuo. The residue was rendered basic with 400 ml of saturated aqueous NaHCO3, washed three times with ethyl acetate, acidified with concentrated HCl, and ... Starting materials: BrCCCOC1=CC=C(C=C1)C=1C2=C(SC1)C=CC=C2 (3-[4-(3-bromo-propoxy)-phenyl]-benzo[b]thiophene), S1C(=CC=C1)CN (2-thiophenemethylamine), C([O-])([O-])=O.[K+].[K+] (potassium carbonate). Solvent: C(C)#N (acetonitrile). Yields the product S1C2=C(C(=C1)C1=CC=C(OCCCNCC=3SC=CC3)C=C1)C=CC=C2 ([3-(4-benzo[b]thiophen-3-yl-phenoxy)-propyl]-thiophen-2-ylmethyl-amine). Reaction SMILES: Br[CH2:2][CH2:3][CH2:4][O:5][C:6]1[CH:11]=[CH:10][C:9]([C:12]2[C:13]3[CH:20]=[CH:19][CH:18]=[CH:17][C:14]=3[S:15][CH:16]=2)=[CH:8][CH:7]=1.[S:21]1[CH:25]=[CH:24][CH:23]=[C:22]1[CH2:26][NH2:27].C(=O)([O-])[O-].[K+].[K+]>C(#N)C>[S:15]1[CH:16]=[C:12]([C:9]2[CH:10]=[CH:11][C:6]([O:5][CH2:4][CH2:3][CH2:2][NH:27][CH2:26][C:22]3[S:21][CH:25]=[CH:24][CH:23]=3)=[CH:7][CH:8]=2)[C:13]2[CH:20]=[CH:19][CH:18]=[CH:17][C:14]1=2 |f:2.3.4|. Reported procedure: The title compound is prepared from 3-[4-(3-bromo-propoxy)-phenyl]-benzo[b]thiophene, 2-thiophenemethylamine, potassium carbonate and acetonitrile essentially as described above in Example 118. Purity by LC/MS=97%, [M+H]+=380.